Dataset: the Open Reaction Database (ORD), a public repository of structured organic reaction records. Task: describe an organic reaction: reactants, conditions, products, and yield Starting materials: COc1ccc(-c2ccc(C#N)cc2)cc1CNC1CCC(N(C)C(=O)OC(C)(C)C)CC1, O=C(Cl)c1sc2cccc(F)c2c1Cl. Product: COc1ccc(-c2ccc(C#N)cc2)cc1CN(C(=O)c1sc2cccc(F)c2c1Cl)C1CCC(N(C)C(=O)OC(C)(C)C)CC1. Reaction SMILES: [C:1](#[N:2])[c:3]1[cH:4][cH:5][c:6](-[c:9]2[cH:10][c:11]([CH2:17][NH:18][CH:19]3[CH2:20][CH2:21][CH:22]([N:25]([C:26]([O:27][C:28]([CH3:29])([CH3:30])[CH3:31])=[O:32])[CH3:33])[CH2:23][CH2:24]3)[c:12]([O:15][CH3:16])[cH:13][cH:14]2)[cH:7][cH:8]1.[Cl:34][c:35]1[c:36]2[c:37]([s:38][c:39]1[C:40](=[O:41])[Cl:42])[cH:43][cH:44][cH:45][c:46]2[F:47]>>[C:1](#[N:2])[c:3]1[cH:4][cH:5][c:6](-[c:9]2[cH:10][c:11]([CH2:17][N:18]([CH:19]3[CH2:20][CH2:21][CH:22]([N:25]([C:26]([O:27][C:28]([CH3:29])([CH3:30])[CH3:31])=[O:32])[CH3:33])[CH2:23][CH2:24]3)[C:40]([c:39]3[c:35]([Cl:34])[c:36]4[c:37]([s:38]3)[cH:43][cH:44][cH:45][c:46]4[F:47])=[O:41])[c:12]([O:15][CH3:16])[cH:13][cH:14]2)[cH:7][cH:8]1. The reactants are OC(C=CC1N(C(CC1)=O)CC(CCCCC(=O)O)=O)(C(CCCC)(F)F)C (7-[2-(3-hydroxy-3-methyl-4,4-difluoro-1-octen-1-yl)-5- oxopyrrolidin-1-yl]-6-oxo-heptanoic acid), [BH4-].[Na+] (sodium borohydride). The solvent is C(C)O (ethanol). Reaction conditions: time 1 hour. Yields the product OC(C=CC1N(C(CC1)=O)CC(CCCCC(=O)O)O)(C(CCCC)(F)F)C (7-[2-(3-hydroxy-3-methyl-4,4-difluoro-1-octen-1-yl)-5-oxopyrrolidin-1-yl]-6-hydroxyheptanoic acid). Yield: 33.4%. As a reaction SMILES: [OH:1][C:2]([CH3:28])([C:21]([F:27])([F:26])[CH2:22][CH2:23][CH2:24][CH3:25])[CH:3]=[CH:4][CH:5]1[CH2:9][CH2:8][C:7](=[O:10])[N:6]1[CH2:11][C:12](=[O:20])[CH2:13][CH2:14][CH2:15][CH2:16][C:17]([OH:19])=[O:18].[BH4-].[Na+]>C(O)C>[OH:1][C:2]([CH3:28])([C:21]([F:27])([F:26])[CH2:22][CH2:23][CH2:24][CH3:25])[CH:3]=[CH:4][CH:5]1[CH2:9][CH2:8][C:7](=[O:10])[N:6]1[CH2:11][CH:12]([OH:20])[CH2:13][CH2:14][CH2:15][CH2:16][C:17]([OH:19])=[O:18] |f:1.2|. Procedure details: To a solution of 20 (24 mg, 0.059 mmol) in ethanol (2 mL) at 0° was added sodium borohydride (9 mg, 0.238 mmol). The reaction mixture was stirred at 0° for one hour before it was quenched with two drops of acetic acid. It was then diluted with saturated sodium chloride solution and extracted with chloroform three times. The combined organic layer was dried over magnesium sulfate. Purification of the crude product on TLC plates afforded 8 mg of 7-[2-(3-hydroxy-3-methyl-4,4-difluoro-1-octen-1-yl)-... Starting materials: NC1=CC=CC2=CC=3C4=C(C(N(C(C4=C21)=O)CCN(C)C)=O)C=CC3 (11-amino-2-[2-(dimethylamino)ethyl]-1H-dibenzo[de,h]isoquinoline-1,3(2H)-dione), COC1=C(C=CC=C1)N=C=S (2-methoxyphenyl isothiocyanate). Solvent: C(C)#N (acetonitrile). Reaction conditions: temperature 55 celsius. Product: CN(CCN1C(C2=C3C(=CC=4C2=C(C1=O)C=CC4)C=CC=C3NC(=S)NC3=C(C=CC=C3)OC)=O)C (1-{2-[2-(dimethylamino)ethyl]-1,3-dioxo-2,3-dihydro-1H-dibenzo[de,h]isoquinolin-11-yl}-3-[2-methoxyphenyl]thiourea), powder. Isolated yield 95.0%. As a reaction SMILES: [NH2:1][C:2]1[C:15]2[C:6](=[CH:7][C:8]3[C:9]4[C:14]=2[C:13](=[O:16])[N:12]([CH2:17][CH2:18][N:19]([CH3:21])[CH3:20])[C:11](=[O:22])[C:10]=4[CH:23]=[CH:24][CH:25]=3)[CH:5]=[CH:4][CH:3]=1.[CH3:26][O:27][C:28]1[CH:33]=[CH:32][CH:31]=[CH:30][C:29]=1[N:34]=[C:35]=[S:36]>C(#N)C>[CH3:21][N:19]([CH3:20])[CH2:18][CH2:17][N:12]1[C:11](=[O:22])[C:10]2[CH:23]=[CH:24][CH:25]=[C:8]3[C:9]=2[C:14](=[C:15]2[C:2]([NH:1][C:35]([NH:34][C:29]4[CH:30]=[CH:31][CH:32]=[CH:33][C:28]=4[O:27][CH3:26])=[S:36])=[CH:3][CH:4]=[CH:5][C:6]2=[CH:7]3)[C:13]1=[O:16]. Reported procedure: 100 mg of 11-amino-2-[2-(dimethylamino)ethyl]-1H-dibenzo[de,h]isoquinoline-1,3(2H)-dione (obtained in example 3) (0.30 mmole) were dissolved in 8 ml of acetonitrile. 83 μl (2 molar equivalents) of 2-methoxyphenyl isothiocyanate was added and the reaction mixture was maintained at room temperature for 45 hours at 55° C. The solvent was then evaporated under reduced pressure and the residue was submitted to a flash chromatography (SiO2, CH2Cl2/MeOH 95/5). 142 mg of the desired product (formula sho... Reactants: [Cl-].[NH4+] (ammonium chloride), C(CCC)[Li] (n-Butyllithium), [I-].C[S+](C)C (trimethylsulfonium iodide), C([C@H]1CO1)O[Si](C)(C)C(C)(C)C (tert-Butyldimethylsilyl (R)-(−)-glycidyl ether). Run in C(C)(=O)OCC (ethyl acetate), O1CCCC1 (tetrahydrofuran). Reaction conditions: time 30 minute. Yields the product [Si](C)(C)(C(C)(C)C)OC[C@@H](C=C)O ((R)-1-(tert-butyldimethylsilanyloxy)-3-but en-2-ol). Reaction SMILES: [CH2:1]([Li])CCC.[I-].C[S+](C)C.[CH2:11]([O:15][Si:16]([C:19]([CH3:22])([CH3:21])[CH3:20])([CH3:18])[CH3:17])[C@@H:12]1[O:14][CH2:13]1.[Cl-].[NH4+]>O1CCCC1.C(OCC)(=O)C>[Si:16]([O:15][CH2:11][C@H:12]([OH:14])[CH:13]=[CH2:1])([C:19]([CH3:22])([CH3:21])[CH3:20])([CH3:18])[CH3:17] |f:1.2,4.5|. Procedure details: n-Butyllithium (58.2 mL, 2.64 M solution in hexane) was added dropwise to a suspension of trimethylsulfonium iodide (32.4 g) in tetrahydrofuran (400 mL) in a nitrogen atmosphere at −20° C. The reaction solution was stirred at the same temperature for 30 minutes. tert-Butyldimethylsilyl (R)-(−)-glycidyl ether (10 g) was added dropwise to the reaction solution at the same temperature. The reaction solution was stirred for three hours with gradual heating to room temperature. Aqueous ammonium chlor... As a reaction SMILES: Cl[C:2]1([C:13]2[CH:18]=[CH:17][CH:16]=[CH:15][C:14]=2[O:19][CH3:20])[C:10]2[C:5](=[CH:6][CH:7]=[C:8]([Cl:11])[CH:9]=2)[NH:4][C:3]1=[O:12].FC(F)(F)C(O)=O.[NH2:28][C@@H:29]([CH3:35])[C:30]([N:32]([CH3:34])[CH3:33])=[O:31]>>[Cl:11][C:8]1[CH:9]=[C:10]2[C:5](=[CH:6][CH:7]=1)[NH:4][C:3](=[O:12])[C:2]2([NH:28][C@@H:29]([CH3:35])[C:30]([N:32]([CH3:34])[CH3:33])=[O:31])[C:13]1[CH:18]=[CH:17][CH:16]=[CH:15][C:14]=1[O:19][CH3:20] |f:1.2|. Reactants: ClC1(C(NC2=CC=C(C=C12)Cl)=O)C1=C(C=CC=C1)OC (3,5-dichloro-3-(2-methoxyphenyl)-1,3-dihydro-2H-indol-2-one), FC(C(=O)O)(F)F.N[C@H](C(=O)N(C)C)C ((2S)-2-amino-N,N-dimethylpropanamide trifluoroacetate). Product: ClC=1C=C2C(C(NC2=CC1)=O)(C1=C(C=CC=C1)OC)N[C@H](C(=O)N(C)C)C ((2S)-2-{[5-chloro-3-(2-methoxyphenyl)-2-oxo-2,3-dihydro-1H-indol-3-yl]amino}-N,N-dimethyl propanamide). Procedure details: From 4.48 g of 3,5-dichloro-3-(2-methoxyphenyl)-1,3-dihydro-2H-indol-2-one and the compound obtained in Step 61-2 (16.0 mmol, crude form) as starting materials, respectively 1.75 g (Isomer A, colorless amorphous) and 1.64 g (Isomer B, colorless powder) of two species of diastereoisomers of the title compound were obtained by a similar method to Step 4-2. Reactants: Cl (HCl), S([Li])[Li] (Li2S), O=C1OC(C2=C(N1)C=CC(=C2)C(=O)O)=O (2,4-dioxo-2,4-dihydro-1H-benzo[d][1,3]oxazine-6-carboxylic acid). Solvent: O (H2O). The product is O=C1C2=C(NS1)C=CC(=C2)C(=O)O (3-oxo-1,3-dihydrobenzo[c]isothiazole-5-carboxylic acid). RXN SMILES: [S:1]([Li])[Li].Cl.O=C1[NH:11][C:10]2[CH:12]=[CH:13][C:14]([C:16]([OH:18])=[O:17])=[CH:15][C:9]=2[C:8](=O)[O:7]1>O>[O:7]=[C:8]1[S:1][NH:11][C:10]2[CH:12]=[CH:13][C:14]([C:16]([OH:18])=[O:17])=[CH:15][C:9]1=2. Reported procedure: To a solution of Li2S (5.7 g, 0.124 mol) in H2O (1000 ml) cooled to 0° C. in an ice bath was added HCl (1M, 186 ml, 0.186 mmol) slowly with stirring. The ice bath was then removed, and 2,4-dioxo-2,4-dihydro-1H-benzo[d][1,3]oxazine-6-carboxylic acid (8.1 g, 0.050 mol) was added slowly. The suspension was stirred for 1 h and was filtered. The filtrate was purged with N2 for 30 min, and H2O2 (30%, 7.0 ml) was added, stirred for 45 min. The pH of the reaction mixture was adjusted with 6M HCl to ˜5 a...